This data is from the Open Reaction Database (ORD), a public repository of structured organic reaction records. The task is: describe an organic reaction: reactants, conditions, products, and yield The reactants are CC1=CC(=C(C=C1C2(C3=CC=CC=C3C(=O)O2)C4=CC(=C(C=C4C)O)C(C)C)C(C)C)O (thymolphthaleine), N([C@@H](CC1=CNC2=CC=CC=C12)C(=O)N[C@@H](CO)C(=O)OC)C(=O)OCC1=CC=CC=C1 (Z-Trp-Ser-OMe), [OH-].[Na+] (NaOH). The solvent is O1CCOCC1.O (dioxane water). The product is N([C@@H](CC1=CNC2=CC=CC=C12)C(=O)N[C@@H](CO)C(=O)O)C(=O)OCC1=CC=CC=C1 (Z-Trp-Ser-OH). As a reaction SMILES: [NH:1]([C:23]([O:25][CH2:26][C:27]1[CH:32]=[CH:31][CH:30]=[CH:29][CH:28]=1)=[O:24])[C@H:2]([C:13]([NH:15][C@H:16]([C:19]([O:21]C)=[O:20])[CH2:17][OH:18])=[O:14])[CH2:3][C:4]1[C:12]2[C:7](=[CH:8][CH:9]=[CH:10][CH:11]=2)[NH:6][CH:5]=1.CC1C(C2(C3C(C)=CC(O)=C(C(C)C)C=3)OC(=O)C3C2=CC=CC=3)=CC(C(C)C)=C(O)C=1.[OH-].[Na+]>O1CCOCC1.O>[NH:1]([C:23]([O:25][CH2:26][C:27]1[CH:28]=[CH:29][CH:30]=[CH:31][CH:32]=1)=[O:24])[C@H:2]([C:13]([NH:15][C@H:16]([C:19]([OH:21])=[O:20])[CH2:17][OH:18])=[O:14])[CH2:3][C:4]1[C:12]2[C:7](=[CH:8][CH:9]=[CH:10][CH:11]=2)[NH:6][CH:5]=1 |f:2.3,4.5|. Procedure: 4.4 g (10 mmols) of Z-Trp-Ser-OMe were dissolved in 30 ml of dioxane/water (4:1) and mixed with a spatula tip of thymolphthaleine. The mixture was titrated, while stirring, with 1N NaOH until a constant blue color was obtained. 10 ml were consumed. 10 ml of 1N hydrochloric acid were added and the reaction mixture was evaporated. The residue was distributed between ethyl acetate and water. The ethyl acetate phase was dried with Na2SO4 and concentrated. The residue was triturated with petroleum et...